From a dataset of the Open Reaction Database (ORD), a public repository of structured organic reaction records. describe an organic reaction: reactants, conditions, products, and yield The reactants are Cl (HCl), CCO (EtOH), C1=CC=C(C=C1)P(C2=CC=CC=C2)C3=CC=CC=C3 (PPh3), ClC1=C(C(=CC=C1Cl)Cl)O (2,3,6-trichlorophenol), C1(=CC=CC=C1)C (toluene), C1(=CC=CC=C1)C (toluene), C(C)(C)(C)OC(=O)N1C[C@H](CC1)C(C#C)O ((S)-3-(1-hydroxyprop-2-ynyl)pyrrolidine-1-carboxylic acid t-butyl ester), CC(C)OC(=O)/N=N/C(=O)OC(C)C (DIAD), t-butyl ester, C1(=CC=CC=C1)O (phenol). RXN SMILES: C(OC([N:8]1[CH2:12][CH2:11][C@H:10]([CH:13]([OH:16])[C:14]#[CH:15])[CH2:9]1)=O)(C)(C)C.CC(OC(/N=N/C(OC(C)C)=O)=O)C.C1(C)C=CC=CC=1.C1C=CC(P(C2C=CC=CC=2)C2C=CC=CC=2)=CC=1.[Cl:57][C:58]1[C:63]([Cl:64])=[CH:62][CH:61]=[C:60]([Cl:65])[C:59]=1O.C1(O)C=CC=CC=1.Cl.CCO>>[Cl:57][C:58]1[C:63]([Cl:64])=[CH:62][CH:61]=[C:60]([Cl:65])[C:59]=1[O:16][CH:13]([C@H:10]1[CH2:11][CH2:12][NH:8][CH2:9]1)[C:14]#[CH:15]. Isolated yield 99.0%. The product is ClC1=C(OC(C#C)[C@@H]2CNCC2)C(=CC=C1Cl)Cl ((S)-3-[1-(2,3,6-Trichlorophenoxyl)prop-2-ynyl]pyrrolidine), mono-TFA. Procedure: A mixture of (S)-3-(1-hydroxyprop-2-ynyl)pyrrolidine-1-carboxylic acid t-butyl ester (21.0 mg, 93.2 μmol) and DIAD (22.0 μL, 112 μmol) was dissolved in toluene (65 μL, 610 μmol) at room temperature. PPh3 (29.3 mg, 112 μmol) and 2,3,6-trichlorophenol (20.2 mg, 102 μmol) were dissolved in toluene (0.1 mL, 1 mmol) and heated at 100° C. The t-butyl ester mixture was slowly added into the phenol mixture at 100° C., and stirred for 1 hour. The mixture was then removed from the heat and stirred at room... Conditions: temperature 100 celsius, time 1 hour. Starting materials: [Al+3], CCOC(=O)NC1CCN(C(C)C)CC1, CCOCC, [H-], [H-], [H-], [H-], [Li+], O. The product is CNC1CCN(C(C)C)CC1. As a reaction SMILES: [Al+3:2].[CH2:7]([O:8][C:10](=[O:9])[NH:11][CH:12]1[CH2:13][CH2:14][N:15]([CH:18]([CH3:19])[CH3:20])[CH2:16][CH2:17]1)[CH3:21].[CH3:23][CH2:24][O:25][CH2:26][CH3:27].[H-:1].[H-:4].[H-:5].[H-:6].[Li+:3].[OH2:22]>>[CH3:10][NH:11][CH:12]1[CH2:13][CH2:14][N:15]([CH:18]([CH3:19])[CH3:20])[CH2:16][CH2:17]1. The reactants are IC=1C=C(C(=O)OC)C=CC1C (methyl 3-iodo-4-methylbenzoate), C[Si](C)(C)C#C (trimethylsilylacetylene), C(C)(C)N(CC)C(C)C (diisopropylethylamine). The reagents and catalysts are C=1C=CC(=CC1)[P](C=2C=CC=CC2)(C=3C=CC=CC3)[Pd]([P](C=4C=CC=CC4)(C=5C=CC=CC5)C=6C=CC=CC6)([P](C=7C=CC=CC7)(C=8C=CC=CC8)C=9C=CC=CC9)[P](C=1C=CC=CC1)(C=1C=CC=CC1)C=1C=CC=CC1 (Pd(PPh3)4), [Cu]I (CuI). The solvent is C1CCOC1 (THF). Run at temperature 50 celsius. The product is CC1=C(C=C(C(=O)OC)C=C1)C#C[Si](C)(C)C (methyl 4-methyl-3-[(trimethylsilyl)ethynyl]benzoate). RXN SMILES: I[C:2]1[CH:3]=[C:4]([CH:9]=[CH:10][C:11]=1[CH3:12])[C:5]([O:7][CH3:8])=[O:6].[CH3:13][Si:14]([C:17]#[CH:18])([CH3:16])[CH3:15].C(N(C(C)C)CC)(C)C>C1COCC1.C1C=CC([P]([Pd]([P](C2C=CC=CC=2)(C2C=CC=CC=2)C2C=CC=CC=2)([P](C2C=CC=CC=2)(C2C=CC=CC=2)C2C=CC=CC=2)[P](C2C=CC=CC=2)(C2C=CC=CC=2)C2C=CC=CC=2)(C2C=CC=CC=2)C2C=CC=CC=2)=CC=1.[Cu]I>[CH3:12][C:11]1[CH:10]=[CH:9][C:4]([C:5]([O:7][CH3:8])=[O:6])=[CH:3][C:2]=1[C:18]#[C:17][Si:14]([CH3:16])([CH3:15])[CH3:13] |^1:36,38,57,76|. Reported procedure: A mixture of methyl 3-iodo-4-methylbenzoate (2.0 g, 7 mmol), trimethylsilylacetylene (1.2 ml, 8 mmol), Pd(PPh3)4 (0.42 g, 0.3 mmol), CuI (0.137 g, 0.7 mmol) and diisopropylethylamine (2.5 ml, 11.4 mmol) in THF (20 ml) was heated at 50° C. for 12 hrs under nitrogen atmosphere. The reaction mixture was cooled to ambient temperature and filtered through a Celite® bed. The clear filtrate was concentrated and the residue purified by flash chromatography on silica gel (elution with 2% ethyl acetate in... Reactants: Nc1c(F)cccc1F, O=C1CCC(=O)N1I, CN(C)C=O, Cc1ccc(S(=O)(=O)O)cc1. Yields the product Nc1c(F)cc(I)cc1F. RXN SMILES: [F:1][c:2]1[c:3]([NH2:4])[c:5]([F:9])[cH:6][cH:7][cH:8]1.[I:21][N:22]1[C:23](=[O:24])[CH2:25][CH2:26][C:27]1=[O:28].[O:29]=[CH:30][N:31]([CH3:32])[CH3:33].[c:10]1([CH3:11])[cH:12][cH:13][c:14]([S:15]([OH:16])(=[O:17])=[O:18])[cH:19][cH:20]1>>[F:1][c:2]1[c:3]([NH2:4])[c:5]([F:9])[cH:6][c:7]([I:21])[cH:8]1. The reactants are BrC1=C(C2=C(N1)C=C(S2)C(=O)OC)C2CCCCC2 (methyl 5-bromo-6-cyclohexyl-4H-thieno[3,2-b]pyrrole-2-carboxylate), [H-].[Na+] (sodium hydride), BrCC(=O)OC(C)(C)C (tert-butyl bromoacetate). The solvent is CCOC(=O)C (EtOAc), Cl (hydrochloric acid), CN(C)C=O (DMF). Reaction conditions: time 30 minute. The product is BrC1=C(C2=C(N1CC(=O)OC(C)(C)C)C=C(S2)C(=O)OC)C2CCCCC2 (methyl 5-bromo-4-(2-tert-butoxy-2-oxoethyl)-6-cyclohexyl-4H-thieno[3,2-b]pyrrole-2-carboxylate). The yield is 80.0%. RXN SMILES: [Br:1][C:2]1[NH:6][C:5]2[CH:7]=[C:8]([C:10]([O:12][CH3:13])=[O:11])[S:9][C:4]=2[C:3]=1[CH:14]1[CH2:19][CH2:18][CH2:17][CH2:16][CH2:15]1.[H-].[Na+].Br[CH2:23][C:24]([O:26][C:27]([CH3:30])([CH3:29])[CH3:28])=[O:25]>CN(C=O)C.CCOC(C)=O.Cl>[Br:1][C:2]1[N:6]([CH2:23][C:24]([O:26][C:27]([CH3:30])([CH3:29])[CH3:28])=[O:25])[C:5]2[CH:7]=[C:8]([C:10]([O:12][CH3:13])=[O:11])[S:9][C:4]=2[C:3]=1[CH:14]1[CH2:19][CH2:18][CH2:17][CH2:16][CH2:15]1 |f:1.2|. Procedure: A solution (0.2 M) of methyl 5-bromo-6-cyclohexyl-4H-thieno[3,2-b]pyrrole-2-carboxylate (from Step 1) in dry DMF was treated with sodium hydride (2 eq., 60% suspension in mineral oil) at 0° C. The reaction mixture was stirred at RT for 30 min then tert-butyl bromoacetate (3 eq.) was added. The reaction was heated to 50° C. for 1 h. After cooling, the solution was diluted with EtOAc and 1 N hydrochloric acid was added. The organic phase was washed with 1 N hydrochloric acid, saturated NaHCO3 solu... The reactants are CCOC(=O)c1csc(-c2ccc3c(ccn3C(=O)OC(C)(C)C)c2)n1, C1CCOC1, [Na+], [OH-]. Product: CC(C)(C)OC(=O)n1ccc2cc(-c3nc(C(=O)O)cs3)ccc21. As a reaction SMILES: [C:1]([CH3:2])([CH3:3])([CH3:4])[O:5][C:6](=[O:7])[n:8]1[cH:9][cH:10][c:11]2[cH:12][c:13](-[c:17]3[s:18][cH:19][c:20]([C:22](=[O:23])[O:24][CH2:25][CH3:26])[n:21]3)[cH:14][cH:15][c:16]12.[CH2:29]1[O:30][CH2:31][CH2:32][CH2:33]1.[Na+:28].[OH-:27]>>[C:1]([CH3:2])([CH3:3])([CH3:4])[O:5][C:6](=[O:7])[n:8]1[cH:9][cH:10][c:11]2[cH:12][c:13](-[c:17]3[s:18][cH:19][c:20]([C:22](=[O:23])[OH:24])[n:21]3)[cH:14][cH:15][c:16]12.